Dataset: the Open Reaction Database (ORD), a public repository of structured organic reaction records. Task: describe an organic reaction: reactants, conditions, products, and yield The reactants are CN=C=O, C1CCOC1, COc1ccccc1CNCC(Cc1c[nH]c2ccccc12)NC(=O)CN1CCN(c2ccccc2)CC1. The product is CNC(=O)N(Cc1ccccc1OC)CC(Cc1c[nH]c2ccccc12)NC(=O)CN1CCN(c2ccccc2)CC1. RXN SMILES: [CH3:39][N:40]=[C:41]=[O:42].[O:43]1[CH2:44][CH2:45][CH2:46][CH2:47]1.[nH:1]1[cH:2][c:3]([CH2:10][CH:11]([CH2:12][NH:13][CH2:14][c:15]2[c:16]([O:21][CH3:22])[cH:17][cH:18][cH:19][cH:20]2)[NH:23][C:24]([CH2:25][N:26]2[CH2:27][CH2:28][N:29]([c:32]3[cH:33][cH:34][cH:35][cH:36][cH:37]3)[CH2:30][CH2:31]2)=[O:38])[c:4]2[cH:5][cH:6][cH:7][cH:8][c:9]12>>[nH:1]1[cH:2][c:3]([CH2:10][CH:11]([CH2:12][N:13]([CH2:14][c:15]2[c:16]([O:21][CH3:22])[cH:17][cH:18][cH:19][cH:20]2)[C:41]([NH:40][CH3:39])=[O:42])[NH:23][C:24]([CH2:25][N:26]2[CH2:27][CH2:28][N:29]([c:32]3[cH:33][cH:34][cH:35][cH:36][cH:37]3)[CH2:30][CH2:31]2)=[O:38])[c:4]2[cH:5][cH:6][cH:7][cH:8][c:9]12. Reactants: C(C1=CC=CC=C1)N1C(N([C@H]([C@H]1C(=O)OC)C(=O)OC)CC1=CC=CC=C1)=O (dimethyl cis-1,3-dibenzyl-2-oxoimidazolidine-4,5-dicarboxylate), S(O)(O)(=O)=O (sulfuric acid), [OH-].[Na+] (sodium hydroxide), C(Cl)(Cl)Cl (Chloroform). Run in P(=O)([O-])([O-])[O-] (phosphate), CO (methanol). Conditions: temperature 30 celsius, time 42 hour. Product: C(C1=CC=CC=C1)N1C(N([C@@H]([C@@H]1C(=O)OC)C(=O)O)CC1=CC=CC=C1)=O ((4S,5R)-1,3-dibenzyl-5-methoxycarbonyl-2-oxoimidazolidine-4-carboxylic acid). Yield: 91.4%. RXN SMILES: [CH2:1]([N:8]1[C@H:12]([C:13]([O:15][CH3:16])=[O:14])[C@H:11]([C:17]([O:19]C)=[O:18])[N:10]([CH2:21][C:22]2[CH:27]=[CH:26][CH:25]=[CH:24][CH:23]=2)[C:9]1=[O:28])[C:2]1[CH:7]=[CH:6][CH:5]=[CH:4][CH:3]=1.[OH-].[Na+].C(Cl)(Cl)Cl.S(=O)(=O)(O)O>P([O-])([O-])([O-])=O.CO>[CH2:1]([N:8]1[C@@H:12]([C:13]([O:15][CH3:16])=[O:14])[C@@H:11]([C:17]([OH:19])=[O:18])[N:10]([CH2:21][C:22]2[CH:27]=[CH:26][CH:25]=[CH:24][CH:23]=2)[C:9]1=[O:28])[C:2]1[CH:7]=[CH:6][CH:5]=[CH:4][CH:3]=1 |f:1.2|. Procedure details: To a suspension of dimethyl cis-1,3-dibenzyl-2-oxoimidazolidine-4,5-dicarboxylate (10.0 g) in a mixture of 0.1M phosphate buffer (pH 8.0, 900 ml) and methanol (100 ml) was added Pig Liver Esterase (manufactured by Sigma Lab., 32000 units, 200 mg). The mixture was stirred at 30° C. for 42 hours while the pH was adjusted to around 8.0 with 1N aqueous sodium hydroxide solution. Chloroform (500 ml) was added to the mixture. Then, the mixture was adjusted to pH 2 with diluted sulfuric acid. The aqueo... Yields the product CN1N=C(C=2N=C(NC(C21)=O)CC=2C=C1C=CC(NC1=CC2)=O)CCC (1-methyl-5-[(2-oxo-1,2-dihydro-6-quinolinyl)methyl]-3-propyl-6,7-dihydro-1H-pyrazolo[4,3-d]pyrimidin-7-one). Conditions: time 4 hour. Isolated yield 53.1%. Starting materials: CN1N=C(C=2N=C(NC(C21)=O)CC2=CC=C(C=C2)NC(\C=C\OCC)=O)CCC (N-{4-[(1-methyl-7-oxo-3-propyl-6,7-dihydro-1H-pyrazolo[4,3-d]pyrimidin-5-yl)methyl]phenyl}-(E)-3-ethoxy-2-propenamide), N (ammonia). As a reaction SMILES: [CH3:1][N:2]1[C:10]2[C:9](=[O:11])[NH:8][C:7]([CH2:12][C:13]3[CH:18]=[CH:17][C:16]([NH:19][C:20](=[O:26])/[CH:21]=[CH:22]/OCC)=[CH:15][CH:14]=3)=[N:6][C:5]=2[C:4]([CH2:27][CH2:28][CH3:29])=[N:3]1.N>S(=O)(=O)(O)O>[CH3:1][N:2]1[C:10]2[C:9](=[O:11])[NH:8][C:7]([CH2:12][C:13]3[CH:18]=[C:17]4[C:16](=[CH:15][CH:14]=3)[NH:19][C:20](=[O:26])[CH:21]=[CH:22]4)=[N:6][C:5]=2[C:4]([CH2:27][CH2:28][CH3:29])=[N:3]1. Solvent: S(O)(O)(=O)=O (sulphuric acid). Procedure details: Concentrated sulphuric acid (10 ml) was added to N-{4-[(1-methyl-7-oxo-3-propyl-6,7-dihydro-1H-pyrazolo[4,3-d]pyrimidin-5-yl)methyl]phenyl}-(E)-3-ethoxy-2-propenamide (980 mg, 0.00248 mol) and the reaction stirred at room temperature for 4 hours. The mixture was then poured carefully onto ice and basified with 0.880 aqueous ammonia solution. The resulting precipitate was filtered and then triturated with boiling acetic acid/water to give the title compound (460 mg), m.p.>300° C. Starting materials: CC1=CC=C(C=C1)SSCl (4-methylphenylthiosulfenyl chloride), CNC(=O)F (methylcarbamoyl fluoride). The product is CN(C(=O)F)SSC1=CC=C(C=C1)C (N-Methyl-N(4-Methylphenylthiosulfenyl)Carbamoyl Fluoride). As a reaction SMILES: [CH3:1][C:2]1[CH:7]=[CH:6][C:5]([S:8][S:9]Cl)=[CH:4][CH:3]=1.[CH3:11][NH:12][C:13]([F:15])=[O:14]>>[CH3:11][N:12]([S:9][S:8][C:5]1[CH:6]=[CH:7][C:2]([CH3:1])=[CH:3][CH:4]=1)[C:13]([F:15])=[O:14]. Reported procedure: Prepared by the procedure of Example II by reacting 4-methylphenylthiosulfenyl chloride with methylcarbamoyl fluoride. b.p. 92°-100° C/0.25 Torr ND22.5 1.5735. Starting materials: CC(C)(C)OC(=O)N1CC(O)CC1C(=O)OCc1ccccc1, CCN(CC)S(F)(F)F, COC(=O)C1CC(O)CN1C(=O)OC(C)(C)C, ClCCl. Yields the product CC(C)(C)OC(=O)N1CC(F)CC1C(=O)OCc1ccccc1. Reaction SMILES: [CH2:1]([c:2]1[cH:3][cH:4][cH:5][cH:6][cH:7]1)[O:8][C:9]([CH:10]1[N:11]([C:16](=[O:17])[O:18][C:19]([CH3:20])([CH3:21])[CH3:22])[CH2:12][CH:13]([OH:15])[CH2:14]1)=[O:23].[CH2:41]([N:42]([S:43]([F:44])([F:45])[F:47])[CH2:46][CH3:48])[CH3:49].[CH3:24][O:25][C:26](=[O:27])[CH:28]1[CH2:29][CH:30]([OH:31])[CH2:32][N:33]1[C:34]([O:35][C:36]([CH3:37])([CH3:38])[CH3:39])=[O:40].[Cl:50][CH2:51][Cl:52]>>[CH2:1]([c:2]1[cH:3][cH:4][cH:5][cH:6][cH:7]1)[O:8][C:9]([CH:10]1[N:11]([C:16](=[O:17])[O:18][C:19]([CH3:20])([CH3:21])[CH3:22])[CH2:12][CH:13]([F:47])[CH2:14]1)=[O:23]. Starting materials: COC=1C=C(C=NC2=CC=CC=C2)C=CC1 (3-methoxybenzylidenaniline), C1(CCC(=O)O1)=O (succinic anhydride). The solvent is C=1(C(=CC=CC1)C)C (xylene). Product: COC=1C=C(C=CC1)C1N(C(CC1C(=O)O)=O)C1=CC=CC=C1 (2-(3-Methoxyphenyl)-5-oxo-1-phenylpyrrolidin-3-carboxylic acid). RXN SMILES: [CH3:1][O:2][C:3]1[CH:4]=[C:5]([CH:14]=[CH:15][CH:16]=1)[CH:6]=[N:7][C:8]1[CH:13]=[CH:12][CH:11]=[CH:10][CH:9]=1.[C:17]1(=[O:23])[O:22][C:20](=[O:21])[CH2:19][CH2:18]1>C1(C)C(C)=CC=CC=1>[CH3:1][O:2][C:3]1[CH:4]=[C:5]([CH:6]2[CH:19]([C:20]([OH:22])=[O:21])[CH2:18][C:17](=[O:23])[N:7]2[C:8]2[CH:13]=[CH:12][CH:11]=[CH:10][CH:9]=2)[CH:14]=[CH:15][CH:16]=1. Reported procedure: A solution of 42.3 gm. of 3-methoxybenzylidenaniline, 20 gm. of succinic anhydride and 200 ml. of xylene was refluxed for 16 hours. The crude product was obtained as a solid via the same workup used for example 1B. Recrystallization from ethyl acetate followed by a second recrystallization from acetonitrile provided 21.0 gm. of colorless crystals, m.p. 145°-149°. The reactants are O=C([O-])[O-], COc1ccccc1OCC1CCNCC1, COc1ncccc1CCl, CC#N, [K+], [K+]. Yields the product COc1ccccc1OCC1CCN(Cc2cccnc2OC)CC1. As a reaction SMILES: [C:27](=[O:28])([O-:29])[O-:30].[CH3:11][O:12][c:13]1[c:14]([O:15][CH2:16][CH:17]2[CH2:18][CH2:19][NH:20][CH2:21][CH2:22]2)[cH:23][cH:24][cH:25][cH:26]1.[CH3:1][O:2][c:3]1[n:4][cH:5][cH:6][cH:7][c:8]1[CH2:9][Cl:10].[CH3:33][C:34]#[N:35].[K+:31].[K+:32]>>[CH3:1][O:2][c:3]1[n:4][cH:5][cH:6][cH:7][c:8]1[CH2:9][N:20]1[CH2:19][CH2:18][CH:17]([CH2:16][O:15][c:14]2[c:13]([O:12][CH3:11])[cH:26][cH:25][cH:24][cH:23]2)[CH2:22][CH2:21]1.